This data is from the Open Reaction Database (ORD), a public repository of structured organic reaction records. The task is: describe an organic reaction: reactants, conditions, products, and yield Starting materials: Fc1cc(CN2CCOCC2)c(F)cc1Br, Cc1ccccc1, Cc1ncc(-c2nc(N)ncc2F)n1C1CCOCC1. The product is Cc1ncc(-c2nc(Nc3cc(F)c(CN4CCOCC4)cc3F)ncc2F)n1C1CCOCC1. As a reaction SMILES: [Br:21][c:22]1[cH:23][c:24]([F:36])[c:25]([CH2:26][N:27]2[CH2:28][CH2:29][O:30][CH2:31][CH2:32]2)[cH:33][c:34]1[F:35].[CH3:37][c:38]1[cH:39][cH:40][cH:41][cH:42][cH:43]1.[F:1][c:2]1[c:3](-[c:9]2[cH:10][n:11][c:12]([CH3:20])[n:13]2[CH:14]2[CH2:15][CH2:16][O:17][CH2:18][CH2:19]2)[n:4][c:5]([NH2:8])[n:6][cH:7]1>>[F:1][c:2]1[c:3](-[c:9]2[cH:10][n:11][c:12]([CH3:20])[n:13]2[CH:14]2[CH2:15][CH2:16][O:17][CH2:18][CH2:19]2)[n:4][c:5]([NH:8][c:22]2[cH:23][c:24]([F:36])[c:25]([CH2:26][N:27]3[CH2:28][CH2:29][O:30][CH2:31][CH2:32]3)[cH:33][c:34]2[F:35])[n:6][cH:7]1. Reactants: O (water), C1(CCCCC1)C(=O)N(CCOC1=CC=C(C=C1)C[C@@H](C(=O)OC)NC=1SC=C(N1)C1=CC=CC=C1)C (methyl (2S)-3-(4-{2-[(cyclohexylcarbonyl)-(methyl)amino]ethoxy}phenyl)-2-[(4-phenyl-1,3-thiazol-2-yl)amino]-propionate), Cl (HCl), [Li+].[OH-] (LiOH). Solvent: C1CCOC1.CO.O (THF MeOH H2O). Run at time 3 day. Product: C1(CCCCC1)C(=O)N(CCOC1=CC=C(C=C1)C[C@@H](C(=O)O)NC=1SC=C(N1)C1=CC=CC=C1)C ((2S) -3-(4-{2-[(Cyclohexylcarbonyl)(methyl)amino]ethoxy}-phenyl)-2-[(4-phenyl-1,3-thiazol-2-yl)amino]propionic acid). The yield is 42.0%. RXN SMILES: [CH:1]1([C:7]([N:9]([CH3:37])[CH2:10][CH2:11][O:12][C:13]2[CH:18]=[CH:17][C:16]([CH2:19][C@H:20]([NH:25][C:26]3[S:27][CH:28]=[C:29]([C:31]4[CH:36]=[CH:35][CH:34]=[CH:33][CH:32]=4)[N:30]=3)[C:21]([O:23]C)=[O:22])=[CH:15][CH:14]=2)=[O:8])[CH2:6][CH2:5][CH2:4][CH2:3][CH2:2]1.[Li+].[OH-].Cl.O>C1COCC1.CO.O>[CH:1]1([C:7]([N:9]([CH3:37])[CH2:10][CH2:11][O:12][C:13]2[CH:18]=[CH:17][C:16]([CH2:19][C@H:20]([NH:25][C:26]3[S:27][CH:28]=[C:29]([C:31]4[CH:36]=[CH:35][CH:34]=[CH:33][CH:32]=4)[N:30]=3)[C:21]([OH:23])=[O:22])=[CH:15][CH:14]=2)=[O:8])[CH2:6][CH2:5][CH2:4][CH2:3][CH2:2]1 |f:1.2,5.6.7|. Reported procedure: The crude product from Step B was dissolved in a THF/MeOH/H2O mixture (6:0.1:1; 2 ml). Aqueous 1M LiOH solution (1.6 ml) was added and the mixture was stirred for 3 days at room temperature. Then the reaction mixture was neutralized with 1M HCl, a small amount of water was added and the mixture extracted with ethyl acetate. The solvent was evaporated. The product was purified by chromatography (SiO2, ethyl acetate/hexane). The yield was 42%. Starting materials: ClCCCl, CCC(=O)Oc1cc(C)cc(C)c1C(C)(C)CC(=O)O, CN(C)c1ccncc1, O=C(NCc1cc(Cl)ccc1-n1cnnn1)C1CC=NN1C(=O)C(O)c1ccc(F)cc1, ClCCl, CN(C)C=O. The product is CCC(=O)Oc1cc(C)cc(C)c1C(C)(C)CC(=O)OC(C(=O)N1N=CCC1C(=O)NCc1cc(Cl)ccc1-n1cnnn1)c1ccc(F)cc1. Reaction SMILES: [CH2:53]([Cl:54])[CH2:55][Cl:56].[CH3:1][c:2]1[c:3]([C:14]([CH2:15][C:16](=[O:17])[OH:18])([CH3:19])[CH3:20])[c:4]([O:9][C:10]([CH2:11][CH3:12])=[O:13])[cH:5][c:6]([CH3:8])[cH:7]1.[CH3:65][N:66]([c:67]1[cH:68][cH:69][n:70][cH:71][cH:72]1)[CH3:73].[Cl:21][c:22]1[cH:23][cH:24][c:25](-[n:48]2[n:49][n:50][n:51][cH:52]2)[c:26]([CH2:27][NH:28][C:29](=[O:30])[CH:31]2[CH2:32][CH:33]=[N:34][N:35]2[C:36]([CH:37]([OH:38])[c:39]2[cH:40][cH:41][c:42]([F:45])[cH:43][cH:44]2)=[O:46])[cH:47]1.[Cl:57][CH2:58][Cl:59].[O:60]=[CH:61][N:62]([CH3:63])[CH3:64]>>[CH3:1][c:2]1[c:3]([C:14]([CH2:15][C:16](=[O:17])[O:18][CH:37]([C:36]([N:35]2[CH:31]([C:29]([NH:28][CH2:27][c:26]3[c:25](-[n:48]4[n:49][n:50][n:51][cH:52]4)[cH:24][cH:23][c:22]([Cl:21])[cH:47]3)=[O:30])[CH2:32][CH:33]=[N:34]2)=[O:46])[c:39]2[cH:40][cH:41][c:42]([F:45])[cH:43][cH:44]2)([CH3:19])[CH3:20])[c:4]([O:9][C:10]([CH2:11][CH3:12])=[O:13])[cH:5][c:6]([CH3:8])[cH:7]1. Reactants: CC1(C)C(=O)N(Br)C(=O)N1Br, Cc1c(C(=O)O)cccc1[N+](=O)[O-], O, O=S(=O)(O)O. Product: Cc1c(C(=O)O)cc(Br)cc1[N+](=O)[O-]. Reaction SMILES: [Br:19][N:20]1[C:21]([CH3:22])([CH3:23])[C:24](=[O:25])[N:26]([Br:27])[C:28]1=[O:29].[CH3:1][c:2]1[c:3]([C:4](=[O:5])[OH:6])[cH:7][cH:8][cH:9][c:10]1[N+:11](=[O:12])[O-:13].[OH2:30].[S:14](=[O:15])(=[O:16])([OH:17])[OH:18]>>[CH3:1][c:2]1[c:3]([C:4](=[O:5])[OH:6])[cH:7][c:8]([Br:19])[cH:9][c:10]1[N+:11](=[O:12])[O-:13]. Reactants: O (Water), [H-].[Na+] (NaH), OCC1=C(C=CC=C1)C(C(=O)NC)=NOC (2-(hydroxymethyl)-α-(methoxyimino)-N-methyl-benzeneacetamide), FC1=NC(=CC=C1)F (2,6-difluoropyridine). Run in C1CCOC1 (THF). Reaction conditions: time 3.25 hour. The product is FC1=CC=CC(=N1)OCC1=C(C=CC=C1)C(C(=O)NC)=NOC (2- [[[6-fluoro-2-pyridinyl]oxy]methyl]-α-(methoxyimino)-N-methyl-benzeneacetamide). Yield: 78.1%. RXN SMILES: [H-].[Na+].[OH:3][CH2:4][C:5]1[CH:10]=[CH:9][CH:8]=[CH:7][C:6]=1[C:11](=[N:16][O:17][CH3:18])[C:12]([NH:14][CH3:15])=[O:13].[F:19][C:20]1[CH:25]=[CH:24][CH:23]=[C:22](F)[N:21]=1.O>C1COCC1>[F:19][C:20]1[N:21]=[C:22]([O:3][CH2:4][C:5]2[CH:10]=[CH:9][CH:8]=[CH:7][C:6]=2[C:11](=[N:16][O:17][CH3:18])[C:12]([NH:14][CH3:15])=[O:13])[CH:23]=[CH:24][CH:25]=1 |f:0.1|. Reported procedure: NaH (7.0 g, 60% oil dispersion, 0.176 mol) was added portionwise over five minutes to a stirred slurry of 2-(hydroxymethyl)-α-(methoxyimino)-N-methyl-benzeneacetamide (35.8 g, 0.161 mol) in 700 mL THF. After the resulting mixture was stirred for 3.25 hours, 2,6-difluoropyridine (15.4 g, 0.134 mol) was added neat over a 20 minute period, and the mixture was stirred overnight at room temperature. Water (250 mL) was added, THF was removed in vacuo, and the aqueous residue was extracted three times ...